From a dataset of the Open Reaction Database (ORD), a public repository of structured organic reaction records. describe an organic reaction: reactants, conditions, products, and yield Reactants: C1CCC(CC1)N=C=NC2CCCCC2 (DCC), IC1=CC=C(C=C1)CC(=O)O (4-iodophenylacetic acid). The reagents and catalysts are CN(C)C=1C=CN=CC1 (DMAP). The solvent is ClCCl (dichloromethane), CO (methanol), ClCCl (dichloromethane). Reaction conditions: temperature 0 celsius, time 16 hour. Yields the product IC1=CC=C(C=C1)CC(=O)OC (methyl 4-iodophenylacetate). Yield: 81.5%. RXN SMILES: [I:1][C:2]1[CH:7]=[CH:6][C:5]([CH2:8][C:9]([OH:11])=[O:10])=[CH:4][CH:3]=1.[CH2:12]1CCC(N=C=NC2CCCCC2)CC1>CN(C1C=CN=CC=1)C.ClCCl.CO>[I:1][C:2]1[CH:3]=[CH:4][C:5]([CH2:8][C:9]([O:11][CH3:12])=[O:10])=[CH:6][CH:7]=1. Procedure: 4-iodophenylacetic acid (5.2 g, 0.02 mol) and DMAP (0.25 g, 0.002 mol) was dissolved in dichloromethane (40 mL) and methanol (3.2 mL), and the solution was cooled to 0° C. Then a solution of DCC (4.32 g, 0.021 mol) in dichloromethane was added dropwise over a period of 15 minutes. The reaction mixture was stirred at 0° C. for 1 hour and at room temperature for 16 hours, then filtered. The filtrate was diluted with dichloromethane (40 mL) and washed with 5% citric acid (4×25 mL), water (2×50 mL),... The reactants are COCC1=C(C=CC=C1)C(C(=O)NC)=O (2-(2-methoxymethyl-phenyl)-N-methyl-2-oxo-acetamide), [BH4-].[Na+] (NaBH4). Run in CO (methanol). The product is COCC1=C(C=CC=C1)C(C(=O)NC)O (Racemic 2-(2-methoxymethyl-phenyl)-N-methyl-2-hydroxyacetamide). RXN SMILES: [CH3:1][O:2][CH2:3][C:4]1[CH:9]=[CH:8][CH:7]=[CH:6][C:5]=1[C:10](=[O:15])[C:11]([NH:13][CH3:14])=[O:12].[BH4-].[Na+]>CO>[CH3:1][O:2][CH2:3][C:4]1[CH:9]=[CH:8][CH:7]=[CH:6][C:5]=1[CH:10]([OH:15])[C:11]([NH:13][CH3:14])=[O:12] |f:1.2|. Procedure details: Racemic 2-(2-methoxymethyl-phenyl)-N-methyl-2-hydroxyacetamide was synthesized by reducing 2-(2-methoxymethyl-phenyl)-N-methyl-2-oxo-acetamide with NaBH4 in methanol. Starting materials: NC[C@H](C(=O)OC(C)(C)C)[C@H](C(=O)NN(C1=CC=CC=C1)S(=O)(=O)C)CC(C)C (2(R)-[2-amino-1(R)-(tert-butoxycarbonyl)ethyl]-2′-(methanesulphonyl)-4-methyl-2′-phenylvalerohydrazide), S1C(=CC=C1)S(=O)(=O)Cl (2-thiophenesulphonyl chloride). The solvent is ClCCl (dichloromethane). The product is C(C)(C)(C)OC(=O)[C@@H](CNS(=O)(=O)C=1SC=CC1)[C@H](C(=O)NN(C1=CC=CC=C1)S(=O)(=O)C)CC(C)C (2(R)-[1(R)-(tert-butoxycarbonyl)-2-[(2-thienyl)sulphonamido]ethyl]-2′-(methanesulphonyl)-4-methyl-2′-phenylvalerohydrazide). Isolated yield 72.0%. Reaction SMILES: [NH2:1][CH2:2][C@@H:3]([C@@H:11]([CH2:26][CH:27]([CH3:29])[CH3:28])[C:12]([NH:14][N:15]([S:22]([CH3:25])(=[O:24])=[O:23])[C:16]1[CH:21]=[CH:20][CH:19]=[CH:18][CH:17]=1)=[O:13])[C:4]([O:6][C:7]([CH3:10])([CH3:9])[CH3:8])=[O:5].[S:30]1[CH:34]=[CH:33][CH:32]=[C:31]1[S:35](Cl)(=[O:37])=[O:36]>ClCCl>[C:7]([O:6][C:4]([C@H:3]([C@@H:11]([CH2:26][CH:27]([CH3:29])[CH3:28])[C:12]([NH:14][N:15]([S:22]([CH3:25])(=[O:24])=[O:23])[C:16]1[CH:21]=[CH:20][CH:19]=[CH:18][CH:17]=1)=[O:13])[CH2:2][NH:1][S:35]([C:31]1[S:30][CH:34]=[CH:33][CH:32]=1)(=[O:37])=[O:36])=[O:5])([CH3:9])([CH3:10])[CH3:8]. Procedure: A solution of 0.504 g of 2(R)-[2-amino-1(R)-(tert-butoxycarbonyl)ethyl]-2′-(methanesulphonyl)-4-methyl-2′-phenylvalerohydrazide in 20 ml of dichloromethane was cooled to 0° C. while stirring and 0.242 g of 2-thiophenesulphonyl chloride was added. The mixture was left to come to room temperature and was stirred overnight. The solvent was evaporated and the residue was partitioned between ethyl acetate and 5% aqueous citric acid solution. The ethyl acetate layer was washed with saturated sodium hy... Starting materials: Cl (hydrochloric acid), COC(=O)C=1C=2CC(C(NC2C(=CC1)F)C1=CC(=CC=C1)N1CCOCC1)(C)C (8-fluoro-3,3-dimethyl-2-(3-morpholin-4-yl-phenyl)-1,2,3,4-tetrahydro-quinoline-5-carboxylic acid methyl ester), [OH-].[Na+] (sodium hydroxide). The solvent is CO (methanol), O1CCCC1 (tetrahydrofuran), O (water). Reaction conditions: temperature 70 celsius, time 6 hour. Product: FC1=CC=C(C=2CC(C(NC12)C1=CC(=CC=C1)N1CCOCC1)(C)C)C(=O)O (8-fluoro-3,3-dimethyl-2-(3-morpholin-4-yl-phenyl)-1,2,3,4-tetrahydro-quinoline-5-carboxylic acid). Isolated yield 89.7%. As a reaction SMILES: C[O:2][C:3]([C:5]1[C:6]2[CH2:7][C:8]([CH3:29])([CH3:28])[CH:9]([C:16]3[CH:21]=[CH:20][CH:19]=[C:18]([N:22]4[CH2:27][CH2:26][O:25][CH2:24][CH2:23]4)[CH:17]=3)[NH:10][C:11]=2[C:12]([F:15])=[CH:13][CH:14]=1)=[O:4].[OH-].[Na+].Cl>CO.O1CCCC1.O>[F:15][C:12]1[C:11]2[NH:10][CH:9]([C:16]3[CH:21]=[CH:20][CH:19]=[C:18]([N:22]4[CH2:23][CH2:24][O:25][CH2:26][CH2:27]4)[CH:17]=3)[C:8]([CH3:29])([CH3:28])[CH2:7][C:6]=2[C:5]([C:3]([OH:4])=[O:2])=[CH:14][CH:13]=1 |f:1.2|. Reported procedure: To a stirred mixture solution of 8-fluoro-3,3-dimethyl-2-(3-morpholin-4-yl-phenyl)-1,2,3,4-tetrahydro-quinoline-5-carboxylic acid methyl ester (400 mg, 1.0 mmol) in methanol (5.0 mL) and tetrahydrofuran (5.0 mL) was added 50% sodium hydroxide in water (1.0 mL). The reaction mixture was stirred at 70° C. for 6 hours. The mixture was neutralized with a 3 N aqueous hydrochloric acid solution and extracted with ethyl acetate (2×100 mL), washed with water, dried over anhydrous sodium sulfate and then... Reactants: CC1=C(C(=NO1)C1=CC=CC=C1)C=1N=C(NC1)C (5-methyl-4-(2-methyl-1H-imidazol-4-yl)-3-phenyl-isoxazole), FC1=CC=C(C=C1)[N+](=O)[O-] (1-fluoro-4-nitrobenzene). Yields the product CC1=C(C(=NO1)C1=CC=CC=C1)C=1N=C(N(C1)C1=CC=C(C=C1)[N+](=O)[O-])C (5-Methyl-4-[2-methyl-1-(4-nitro-phenyl)-1H-imidazol-4-yl]-3-phenyl-isoxazole). Yield: 36.0%. Reaction SMILES: [CH3:1][C:2]1[O:6][N:5]=[C:4]([C:7]2[CH:12]=[CH:11][CH:10]=[CH:9][CH:8]=2)[C:3]=1[C:13]1[N:14]=[C:15]([CH3:18])[NH:16][CH:17]=1.F[C:20]1[CH:25]=[CH:24][C:23]([N+:26]([O-:28])=[O:27])=[CH:22][CH:21]=1>>[CH3:1][C:2]1[O:6][N:5]=[C:4]([C:7]2[CH:8]=[CH:9][CH:10]=[CH:11][CH:12]=2)[C:3]=1[C:13]1[N:14]=[C:15]([CH3:18])[N:16]([C:20]2[CH:25]=[CH:24][C:23]([N+:26]([O-:28])=[O:27])=[CH:22][CH:21]=2)[CH:17]=1. Reported procedure: As described for Example 57, 5-methyl-4-(2-methyl-1H-imidazol-4-yl)-3-phenyl-isoxazole (70 mg, 0.3 mmol) using 1-fluoro-4-nitrobenzene instead of 4-fluoroacetophenone was converted to the title compound (38 mg, 36%) which was obtained as an off-white solid. MS: m/e=361.4 [M+H]+.